From a dataset of the Open Reaction Database (ORD), a public repository of structured organic reaction records. describe an organic reaction: reactants, conditions, products, and yield Reactants: [N+](=O)([O-])C=1C=C(C=CC1)NC1=C(C=O)C=CC=N1 (2-(3-nitrophenylamino)nicotinaldehyde), S1C(=NC2=C1C=CC=C2)CCCC(=O)OC (methyl 4-(2-benzothiazolyl)butanoate), [Li+].CC(C)[N-]C(C)C (LDA). Run in CN(C)C=O (DMF). The product is [N+](=O)([O-])C=1C=C(C=CC1)N1C(C(=CC2=CC=CN=C12)CCC=1SC2=C(N1)C=CC=C2)=O (1-(3-nitrophenyl)-3-[2-(benzothiazol-2-yl)ethyl]-1,8-naphthyridin-2(1H)-one). As a reaction SMILES: [N+:1]([C:4]1[CH:5]=[C:6]([NH:10][C:11]2[N:18]=[CH:17][CH:16]=[CH:15][C:12]=2[CH:13]=O)[CH:7]=[CH:8][CH:9]=1)([O-:3])=[O:2].[S:19]1[C:23]2[CH:24]=[CH:25][CH:26]=[CH:27][C:22]=2[N:21]=[C:20]1[CH2:28][CH2:29][CH2:30][C:31](OC)=[O:32].[Li+].CC([N-]C(C)C)C>CN(C=O)C>[N+:1]([C:4]1[CH:5]=[C:6]([N:10]2[C:11]3[C:12](=[CH:15][CH:16]=[CH:17][N:18]=3)[CH:13]=[C:30]([CH2:29][CH2:28][C:20]3[S:19][C:23]4[CH:24]=[CH:25][CH:26]=[CH:27][C:22]=4[N:21]=3)[C:31]2=[O:32])[CH:7]=[CH:8][CH:9]=1)([O-:3])=[O:2] |f:2.3|. Procedure: The procedure of Example 1 was repeated using 2-(3-nitrophenylamino)nicotinaldehyde (1.0 eq.), methyl 4-(2-benzothiazolyl)butanoate (1.5 eq., prepared in Synthetic Example 22) and LDA (1.5 eq.) to obtain 1-(3-nitrophenyl)-3-[2-(benzothiazol-2-yl)ethyl]-1,8-naphthyridin-2(1H)-one, mp 178 to 179° C./DMF, wherein the product was purified through flash column chromatography and recrystallization. Starting materials: CC(C)(C)OC(=O)NC1(c2ccc(B3OC(C)(C)C(C)(C)O3)cc2)CCC1, COCCOC, O=c1c(I)c(-c2ccccc2)oc2c1ccc1cn[nH]c12, [Na+], [Na+], O=C([O-])[O-], c1ccc(P(c2ccccc2)(c2ccccc2)[Pd](P(c2ccccc2)(c2ccccc2)c2ccccc2)(P(c2ccccc2)(c2ccccc2)c2ccccc2)P(c2ccccc2)(c2ccccc2)c2ccccc2)cc1. Yields the product CC(C)(C)OC(=O)NC1(c2ccc(-c3c(-c4ccccc4)oc4c(ccc5cn[nH]c54)c3=O)cc2)CCC1. Reaction SMILES: [C:22]([CH3:23])([CH3:24])([CH3:25])[O:26][C:27]([NH:28][C:29]1([c:33]2[cH:34][cH:35][c:36]([B:39]3[O:40][C:41]([CH3:42])([CH3:43])[C:44]([CH3:45])([CH3:46])[O:47]3)[cH:37][cH:38]2)[CH2:30][CH2:31][CH2:32]1)=[O:48].[CH3:132][O:133][CH2:134][CH2:135][O:136][CH3:137].[I:1][c:2]1[c:3](=[O:21])[c:4]2[cH:5][cH:6][c:7]3[c:8]([c:9]2[o:10][c:11]1-[c:12]1[cH:13][cH:14][cH:15][cH:16][cH:17]1)[nH:18][n:19][cH:20]3.[Na+:49].[Na+:50].[O-:51][C:52](=[O:53])[O-:54].[cH:55]1[cH:56][cH:57][c:58]([P:59]([Pd:60]([P:61]([c:62]2[cH:63][cH:64][cH:65][cH:66][cH:67]2)([c:68]2[cH:69][cH:70][cH:71][cH:72][cH:73]2)[c:74]2[cH:75][cH:76][cH:77][cH:78][cH:79]2)([P:80]([c:81]2[cH:82][cH:83][cH:84][cH:85][cH:86]2)([c:87]2[cH:88][cH:89][cH:90][cH:91][cH:92]2)[c:93]2[cH:94][cH:95][cH:96][cH:97][cH:98]2)[P:99]([c:100]2[cH:101][cH:102][cH:103][cH:104][cH:105]2)([c:106]2[cH:107][cH:108][cH:109][cH:110][cH:111]2)[c:112]2[cH:113][cH:114][cH:115][cH:116][cH:117]2)([c:118]2[cH:119][cH:120][cH:121][cH:122][cH:123]2)[c:124]2[cH:125][cH:126][cH:127][cH:128][cH:129]2)[cH:130][cH:131]1>>[c:2]1(-[c:36]2[cH:35][cH:34][c:33]([C:29]3([NH:28][C:27]([O:26][C:22]([CH3:23])([CH3:24])[CH3:25])=[O:48])[CH2:30][CH2:31][CH2:32]3)[cH:38][cH:37]2)[c:3](=[O:21])[c:4]2[cH:5][cH:6][c:7]3[c:8]([c:9]2[o:10][c:11]1-[c:12]1[cH:13][cH:14][cH:15][cH:16][cH:17]1)[nH:18][n:19][cH:20]3.